This data is from the Open Reaction Database (ORD), a public repository of structured organic reaction records. The task is: describe an organic reaction: reactants, conditions, products, and yield Procedure: 4-[(5Z)-5-({1-[4-Methoxy-2-(trifluoromethyl)benzyl]-1H-indazol-5-yl}methylidene)-2,4-dioxo-1,3-thiazolidin-3-yl]-N-(methylsulfonyl)cyclohexanecarboxamide was prepared from 4-[(5Z)-5-({1-[4-methoxy-2-(trifluoromethyl)benzyl]-1H-indazol-5-yl}methylidene)-2,4-dioxo-1,3-thiazolidin-3-yl]cyclohexanecarboxylic acid (Example 22) following General Procedure L using methanesulfonic acid amide in place of the sulfamide. The product is COC1=CC(=C(CN2N=CC3=CC(=CC=C23)\C=C/2\C(N(C(S2)=O)C2CCC(CC2)C(=O)NS(=O)(=O)C)=O)C=C1)C(F)(F)F (4-[(5Z)-5-({1-[4-Methoxy-2-(trifluoromethyl)benzyl]-1H-indazol-5-yl}methylidene)-2,4-dioxo-1,3-thiazolidin-3-yl]-N-(methylsulfonyl)cyclohexanecarboxamide). RXN SMILES: [CH3:1][O:2][C:3]1[CH:35]=[CH:34][C:6]([CH2:7][N:8]2[C:16]3[C:11](=[CH:12][C:13](/[CH:17]=[C:18]4/[C:19](=[O:33])[N:20]([CH:24]5[CH2:29][CH2:28][CH:27]([C:30]([OH:32])=O)[CH2:26][CH2:25]5)[C:21](=[O:23])[S:22]/4)=[CH:14][CH:15]=3)[CH:10]=[N:9]2)=[C:5]([C:36]([F:39])([F:38])[F:37])[CH:4]=1.[CH3:40][S:41]([NH2:44])(=[O:43])=[O:42]>>[CH3:1][O:2][C:3]1[CH:35]=[CH:34][C:6]([CH2:7][N:8]2[C:16]3[C:11](=[CH:12][C:13](/[CH:17]=[C:18]4/[C:19](=[O:33])[N:20]([CH:24]5[CH2:25][CH2:26][CH:27]([C:30]([NH:44][S:41]([CH3:40])(=[O:43])=[O:42])=[O:32])[CH2:28][CH2:29]5)[C:21](=[O:23])[S:22]/4)=[CH:14][CH:15]=3)[CH:10]=[N:9]2)=[C:5]([C:36]([F:37])([F:39])[F:38])[CH:4]=1. Reactants: COC1=CC(=C(CN2N=CC3=CC(=CC=C23)\C=C/2\C(N(C(S2)=O)C2CCC(CC2)C(=O)O)=O)C=C1)C(F)(F)F (4-[(5Z)-5-({1-[4-methoxy-2-(trifluoromethyl)benzyl]-1H-indazol-5-yl}methylidene)-2,4-dioxo-1,3-thiazolidin-3-yl]cyclohexanecarboxylic acid), CS(=O)(=O)N (methanesulfonic acid amide). The reactants are COC(CCN1CCN(CC1)C1=CC=C(C=C1)NC1=CC=CC=C1)=O (3-[4-(4-Phenylamino-phenyl)-piperazin-1-yl]-propionic acid methyl ester), [OH-].[Na+] (NaOH). Run in CO (methanol). Run at temperature 65 celsius, time 4 hour. Product: [Na+].C1(=CC=CC=C1)NC1=CC=C(C=C1)N1CCN(CC1)CCC(=O)[O-] (3-[4-(4-phenylamino-phenyl)-piperazin-1-yl]-propionic acid sodium salt). The yield is 89.8%. RXN SMILES: C[O:2][C:3](=[O:25])[CH2:4][CH2:5][N:6]1[CH2:11][CH2:10][N:9]([C:12]2[CH:17]=[CH:16][C:15]([NH:18][C:19]3[CH:24]=[CH:23][CH:22]=[CH:21][CH:20]=3)=[CH:14][CH:13]=2)[CH2:8][CH2:7]1.[OH-].[Na+:27]>CO>[Na+:27].[C:19]1([NH:18][C:15]2[CH:14]=[CH:13][C:12]([N:9]3[CH2:8][CH2:7][N:6]([CH2:5][CH2:4][C:3]([O-:25])=[O:2])[CH2:11][CH2:10]3)=[CH:17][CH:16]=2)[CH:20]=[CH:21][CH:22]=[CH:23][CH:24]=1 |f:1.2,4.5|. Procedure details: The compound from Example 1 (85 mg, 0.25 mmol) was dissolved in methanol (2 mL) followed by addition of 1N NaOH aqueous solution (0.27 ml, 0.27 mmol). The reaction solution was stirred at 60-70° C. for 4 h and then evaporated under vacuum to dryness. The residue was stirred with ethyl acetate (2 mL) and the solid was collected by filtration and washed with ethyl acetate to give the title product as an off-white solid (78 mg, 89.9%): MS (ESI) m/z 325 (M+1); 1H NMR (400 MHz, DMSO-d6) δ 1.99 (m, 2H... The reactants are NC1=C(C#N)C(=C(C=C1)Br)C (2-amino-5-bromo-6-methylbenzonitrile), C([O-])([O-])=O.[Na+].[Na+] (sodium carbonate), C1(=CC=CC=C1)C (toluene), FC=1C=C(C=C(C1)C(F)(F)F)B(O)O (3-fluoro-5-trifluoromethylphenylboronic acid). The reagents and catalysts are C=1C=CC(=CC1)[P](C=2C=CC=CC2)(C=3C=CC=CC3)[Pd]([P](C=4C=CC=CC4)(C=5C=CC=CC5)C=6C=CC=CC6)([P](C=7C=CC=CC7)(C=8C=CC=CC8)C=9C=CC=CC9)[P](C=1C=CC=CC1)(C=1C=CC=CC1)C=1C=CC=CC1 (tetrakis(triphenylphosphine)palladium(0)). Solvent: O (water), C(C)O (ethanol). Reaction conditions: temperature 80 celsius, time 7 hour. The product is NC1=C(C#N)C(=C(C=C1)C1=CC(=CC(=C1)C(F)(F)F)F)C (2-amino-6-methyl-5-(3-fluoro-5-trifluoromethylphenyl)benzonitrile). The yield is 103.0%. As a reaction SMILES: [NH2:1][C:2]1[CH:9]=[CH:8][C:7](Br)=[C:6]([CH3:11])[C:3]=1[C:4]#[N:5].C(=O)([O-])[O-].[Na+].[Na+].C1(C)C=CC=CC=1.[F:25][C:26]1[CH:27]=[C:28](B(O)O)[CH:29]=[C:30]([C:32]([F:35])([F:34])[F:33])[CH:31]=1>C(O)C.C1C=CC([P]([Pd]([P](C2C=CC=CC=2)(C2C=CC=CC=2)C2C=CC=CC=2)([P](C2C=CC=CC=2)(C2C=CC=CC=2)C2C=CC=CC=2)[P](C2C=CC=CC=2)(C2C=CC=CC=2)C2C=CC=CC=2)(C2C=CC=CC=2)C2C=CC=CC=2)=CC=1.O>[NH2:1][C:2]1[CH:9]=[CH:8][C:7]([C:28]2[CH:29]=[C:30]([C:32]([F:34])([F:33])[F:35])[CH:31]=[C:26]([F:25])[CH:27]=2)=[C:6]([CH3:11])[C:3]=1[C:4]#[N:5] |f:1.2.3,^1:45,47,66,85|. Reported procedure: Under a dry nitrogen atmosphere, 0.5 gram (0.0004 mole) of tetrakis(triphenylphosphine)palladium(0) was added to a stirred mixture of 2.8 grams (0.0132 mole) of 2-amino-5-bromo-6-methylbenzonitrile (prepared as in Step C of Example 1), 35 mL of aqueous 2M sodium carbonate and 50 mL of toluene. To this was then added dropwise a solution of 3.3 grams (0.0159 mole) of 3-fluoro-5-trifluoromethylphenylboronic acid in 10 mL of ethanol. Upon completion of addition, the reaction mixture was warmed to ab... Reactants: COCCCCn1c(C(=O)N(CC(C)C)C2CC(C(=O)O)CN(C(=O)OC(C)(C)C)C2)nc2ccc(F)cc21, C1COCCN1, CCN(C(C)C)C(C)C, CN(C)C=O, On1nnc2ccccc21. Yields the product COCCCCn1c(C(=O)N(CC(C)C)C2CC(C(=O)N3CCOCC3)CN(C(=O)OC(C)(C)C)C2)nc2ccc(F)cc21. Reaction SMILES: [C:1]([CH3:2])([CH3:3])([CH3:4])[O:5][C:6](=[O:7])[N:8]1[CH2:9][CH:10]([C:37](=[O:38])[OH:39])[CH2:11][CH:12]([N:14]([CH2:15][CH:16]([CH3:17])[CH3:18])[C:19](=[O:20])[c:21]2[n:22][c:23]3[c:24]([n:25]2[CH2:26][CH2:27][CH2:28][CH2:29][O:30][CH3:31])[cH:32][c:33]([F:36])[cH:34][cH:35]3)[CH2:13]1.[CH2:50]1[CH2:51][O:52][CH2:53][CH2:54][NH:55]1.[CH:56]([N:57]([CH:58]([CH3:59])[CH3:60])[CH2:61][CH3:62])([CH3:63])[CH3:64].[O:65]=[CH:66][N:67]([CH3:68])[CH3:69].[OH:40][n:41]1[c:42]2[c:43]([cH:44][cH:45][cH:46][cH:47]2)[n:48][n:49]1>>[C:1]([CH3:2])([CH3:3])([CH3:4])[O:5][C:6](=[O:7])[N:8]1[CH2:9][CH:10]([C:37](=[O:39])[N:55]2[CH2:50][CH2:51][O:52][CH2:53][CH2:54]2)[CH2:11][CH:12]([N:14]([CH2:15][CH:16]([CH3:17])[CH3:18])[C:19](=[O:20])[c:21]2[n:22][c:23]3[c:24]([n:25]2[CH2:26][CH2:27][CH2:28][CH2:29][O:30][CH3:31])[cH:32][c:33]([F:36])[cH:34][cH:35]3)[CH2:13]1.